From a dataset of the Open Reaction Database (ORD), a public repository of structured organic reaction records. describe an organic reaction: reactants, conditions, products, and yield The reactants are [N+](=O)([O-])C1=C(C=CC=C1)C(C(C)(C)C)=O (1-(2-nitrophenyl)-2,2-dimethylpropan-1-one), solution. Reagents/catalysts: [Pd] (palladium on carbon). Run in C(C)O (ethanol), Cl (hydrochloric acid). Run at time 20 minute. Product: NC1=C(C=CC=C1)C(C(C)(C)C)=O (1-(2-Aminophenyl)-2,2-dimethylpropan-1-one). Yield: 70.5%. As a reaction SMILES: [N+:1]([C:4]1[CH:9]=[CH:8][CH:7]=[CH:6][C:5]=1[C:10](=[O:15])[C:11]([CH3:14])([CH3:13])[CH3:12])([O-])=O>C(O)C.[Pd].Cl>[NH2:1][C:4]1[CH:9]=[CH:8][CH:7]=[CH:6][C:5]=1[C:10](=[O:15])[C:11]([CH3:13])([CH3:12])[CH3:14]. Reported procedure: To a solution of 1-(2-nitrophenyl)-2,2-dimethylpropan-1-one (5 g, 24 mmol) (ref: Aus. J. Chem., 34, 1875-8 (1981)) in ethanol (100 ml) was added 10% palladium on carbon (0.5 g, 10% (w/w)) in hydrochloric acid (5 ml of a 5M solution). The mixture was hydrogenated at 25 psi for 20 min, then the catalyst was filtered off and washed with methanol. The solvents were evaporated in vacuo. The oily residue was partitioned between ethyl acetate (100 ml) and saturated sodium bicarbonate solution (50 ml). ...